This data is from the Open Reaction Database (ORD), a public repository of structured organic reaction records. The task is: describe an organic reaction: reactants, conditions, products, and yield Starting materials: BrC(C(=O)C1=CC=CC=C1)C (α-bromopropiophenone), C(C)(=O)N (acetamide), C(O)([O-])=O.[Na+] (sodium hydrogen carbonate). Yields the product CC=1OC(=C(N1)C1=CC=CC=C1)C (2,5-dimethyl-4-phenyloxazole). Reaction SMILES: Br[CH:2]([CH3:11])[C:3]([C:5]1[CH:10]=[CH:9][CH:8]=[CH:7][CH:6]=1)=O.[C:12]([NH2:15])(=[O:14])[CH3:13].C(=O)([O-])O.[Na+]>>[CH3:13][C:12]1[O:14][C:2]([CH3:11])=[C:3]([C:5]2[CH:10]=[CH:9][CH:8]=[CH:7][CH:6]=2)[N:15]=1 |f:2.3|. Reported procedure: A mixture of α-bromopropiophenone (9.5 g) and acetamide (26.4 g) was heated on an oil bath at 130°-140° C. for 40 minutes. After cooling, saturated aqueous sodium hydrogen carbonate was added and the mixture was extracted with ethyl ether. The ether layer was washed with water and dried over anhydrous magnesium sulfate. The solvent was then distilled off and the residue was further distilled under reduced pressure to give 2,5-dimethyl-4-phenyloxazole as an oil, yield 6.4 g (82.9%), b.p. 148°-152... The reactants are C1CCOC1, Cl, CCOC(=O)CN1C(=O)C2(CCCC2)N(C(=O)OC(C)(C)C)CC1c1cc(F)cc(F)c1, [Li+], [OH-], O. Product: CC(C)(C)OC(=O)N1CC(c2cc(F)cc(F)c2)N(CC(=O)[O-])C(=O)C12CCCC2, [Li+]. As a reaction SMILES: [CH2:36]1[O:37][CH2:38][CH2:39][CH2:40]1.[ClH:35].[F:1][c:2]1[cH:3][c:4]([CH:9]2[CH2:10][N:11]([C:26](=[O:27])[O:28][C:29]([CH3:30])([CH3:31])[CH3:32])[C:12]3([CH2:13][CH2:14][CH2:15][CH2:16]3)[C:17](=[O:25])[N:18]2[CH2:19][C:20](=[O:21])[O:22][CH2:23][CH3:24])[cH:5][c:6]([F:8])[cH:7]1.[Li+:34].[OH-:33].[OH2:41]>>[F:1][c:2]1[cH:3][c:4]([CH:9]2[CH2:10][N:11]([C:26](=[O:27])[O:28][C:29]([CH3:30])([CH3:31])[CH3:32])[C:12]3([CH2:13][CH2:14][CH2:15][CH2:16]3)[C:17](=[O:25])[N:18]2[CH2:19][C:20](=[O:21])[O-:22])[cH:5][c:6]([F:8])[cH:7]1.[Li+:34]. The reactants are O=C([O-])[O-], CN(C)C=O, CC(C)c1cccc(C(C)C)c1NC(=O)CCl, [K+], [K+], O, O=S1(=O)NCC2(CCCCC2)N1c1ccccc1. Product: CC(C)c1cccc(C(C)C)c1NC(=O)CN1CC2(CCCCC2)N(c2ccccc2)S1(=O)=O. Reaction SMILES: [C:1](=[O:2])([O-:3])[O-:4].[CH3:43][N:44]([CH3:45])[CH:46]=[O:47].[Cl:25][CH2:26][C:27](=[O:28])[NH:29][c:30]1[c:31]([CH:39]([CH3:40])[CH3:41])[cH:32][cH:33][cH:34][c:35]1[CH:36]([CH3:37])[CH3:38].[K+:5].[K+:6].[OH2:42].[c:7]1([N:13]2[S:14](=[O:23])(=[O:24])[NH:15][CH2:16][C:17]23[CH2:18][CH2:19][CH2:20][CH2:21][CH2:22]3)[cH:8][cH:9][cH:10][cH:11][cH:12]1>>[c:7]1([N:13]2[S:14](=[O:23])(=[O:24])[N:15]([CH2:26][C:27](=[O:28])[NH:29][c:30]3[c:31]([CH:39]([CH3:40])[CH3:41])[cH:32][cH:33][cH:34][c:35]3[CH:36]([CH3:37])[CH3:38])[CH2:16][C:17]23[CH2:18][CH2:19][CH2:20][CH2:21][CH2:22]3)[cH:8][cH:9][cH:10][cH:11][cH:12]1. Reactants: O=C(O)c1cc(OCc2ccccc2)c2c(Cl)cc(Cl)cc2n1, CC(C)N(CCO)C(C)C, O=S(Cl)Cl. The product is CC(C)N(CCOC(=O)c1cc(OCc2ccccc2)c2c(Cl)cc(Cl)cc2n1)C(C)C. As a reaction SMILES: [CH2:1]([c:2]1[cH:3][cH:4][cH:5][cH:6][cH:7]1)[O:8][c:9]1[cH:10][c:11]([C:21](=[O:22])[OH:23])[n:12][c:13]2[cH:14][c:15]([Cl:20])[cH:16][c:17]([Cl:19])[c:18]12.[CH:24]([CH3:25])([CH3:26])[N:27]([CH2:28][CH2:29][OH:30])[CH:31]([CH3:32])[CH3:33].[S:34]([Cl:35])([Cl:36])=[O:37]>>[CH2:1]([c:2]1[cH:3][cH:4][cH:5][cH:6][cH:7]1)[O:8][c:9]1[cH:10][c:11]([C:21](=[O:22])[O:23][CH2:29][CH2:28][N:27]([CH:24]([CH3:25])[CH3:26])[CH:31]([CH3:32])[CH3:33])[n:12][c:13]2[cH:14][c:15]([Cl:20])[cH:16][c:17]([Cl:19])[c:18]12.